Dataset: the Open Reaction Database (ORD), a public repository of structured organic reaction records. Task: describe an organic reaction: reactants, conditions, products, and yield The reactants are C(CCC)[Li] (n-Butyllithium), solution, CN1CCNCC1 (1-methylpiperazine), Cl[Si](CC)(CC)CC (chlorotriethylsilane), C1(=CC=CC=C1)C=1C(=COC1)C=O (4-phenyl-3-furaldehyde), C(C)(CC)[Li] (sec-butyllithium), solution. Run in CCCCCC (hexane), O1CCCC1 (tetrahydrofuran), C1CCCCC1 (cyclohexane). Reaction conditions: time 15 minute. The product is C1(=CC=CC=C1)C1=C(OC=C1C=O)[Si](CC)(CC)CC (3-Phenyl-2-triethylsilyl-4-furaldehyde). Reaction SMILES: C([Li])CCC.CN1CCNCC1.[C:13]1([C:19]2[C:20]([CH:24]=[O:25])=[CH:21][O:22][CH:23]=2)[CH:18]=[CH:17][CH:16]=[CH:15][CH:14]=1.C([Li])(CC)C.Cl[Si:32]([CH2:37][CH3:38])([CH2:35][CH3:36])[CH2:33][CH3:34]>CCCCCC.O1CCCC1.C1CCCCC1>[C:13]1([C:19]2[C:20]([CH:24]=[O:25])=[CH:21][O:22][C:23]=2[Si:32]([CH2:37][CH3:38])([CH2:35][CH3:36])[CH2:33][CH3:34])[CH:14]=[CH:15][CH:16]=[CH:17][CH:18]=1. Procedure: n-Butyllithium (a 1.42M solution in hexane, 2.33 ml, 3.31 mmol) was added to a solution of 1-methylpiperazine (331 mg. 3.31 mmol) in tetrahydrofuran (15 ml) at 0 degrees under argon. After 15 minutes the solution was cooled to -78 degrees and 4-phenyl-3-furaldehyde (517 mg, 3.01 mmol) was added. This mixture was warmed to 0 degrees and stirred for 15 minutes, then recooled to -78 degrees before sec-butyllithium (a 1.3M solution in cyclohexane, 2.77 ml, 3.61 mmol) was added dropwise. This solutio... Starting materials: OC1=CC(=CC(=C1)C(C)CCCOC)O (1,3-dihydroxy-5-(5-methoxy-2-pentyl)- benzene), diene, OC(C)(C)C1=CCC(=CC1)OC (1-(2-hydroxy-2-propyl)- 4methoxy-1,4-cyclohexadiene), B(F)(F)F.CCOCC (borontrifluoride etherate). Run in C1=CC=CC=C1 (benzene). Reaction conditions: time 5 hour. Yields the product COC12OC=3C(C(C(CC1)=C(C)C)C2)=C(C=C(C3)C(C)CCCOC)O ((±)-2-Methoxy-9-[(2RS)-5-methoxy-2-pentyl]-3,4,5,6-tetrahydro -5-isopropylidene-2,6-methano-2H-1- benzoxocin-7-o1). As a reaction SMILES: [OH:1][C:2]1[CH:7]=[C:6]([CH:8]([CH2:10][CH2:11][CH2:12][O:13][CH3:14])[CH3:9])[CH:5]=[C:4]([OH:15])[CH:3]=1.O[C:17]([C:20]1[CH2:25][CH:24]=[C:23]([O:26][CH3:27])[CH2:22][CH:21]=1)([CH3:19])[CH3:18].B(F)(F)F.CCOCC>C1C=CC=CC=1>[CH3:27][O:26][C:23]12[CH2:22][CH:21]([C:20](=[C:17]([CH3:18])[CH3:19])[CH2:25][CH2:24]1)[C:3]1=[C:4]([OH:15])[CH:5]=[C:6]([CH:8]([CH2:10][CH2:11][CH2:12][O:13][CH3:14])[CH3:9])[CH:7]=[C:2]1[O:1]2 |f:2.3|. Reported procedure: 1.05 g. of 1,3-dihydroxy-5-(5-methoxy-2-pentyl)- benzene and 1.06 g. (6 mmoles) of 1-(2-hydroxy-2-propyl)- 4methoxy-1,4-cyclohexadiene [R.A. Archer et. al. J. Org. Chem., 42, 2277 (1977)]are dissolved in 25 ml. of abs. benzene. 0.5 ml. (3.4 mmoles) of borontrifluoride etherate are added and the mixture is stirred at room temperature for 5 hours. Further 0.40 g. (2.4 mmoles) diene are added and the mixture is stirred overnight. The solution is poured off from the precipitated gum and extracted wi... Starting materials: N1N=CC2=CC(=CC=C12)C(=O)O (1H-5-indazolecarboxylic acid), [N+](=[N-])=C (diazomethane). Run in O1CCCC1 (tetrahydrofuran), C(C)OCC (diethyl ether). Run at time 1 hour. The product is N1N=CC2=CC(=CC=C12)C(=O)OC (Methyl 1H-5-Indazolecarboxylate). As a reaction SMILES: [NH:1]1[C:9]2[C:4](=[CH:5][C:6]([C:10]([OH:12])=[O:11])=[CH:7][CH:8]=2)[CH:3]=[N:2]1.[N+](=[CH2:15])=[N-]>O1CCCC1.C(OCC)C>[NH:1]1[C:9]2[C:4](=[CH:5][C:6]([C:10]([O:12][CH3:15])=[O:11])=[CH:7][CH:8]=2)[CH:3]=[N:2]1. Reported procedure: Under ice-cooling, to a solution of 910 mg of 1H-5-indazolecarboxylic acid in 60 ml tetrahydrofuran was added an excess amount of a solution of diazomethane in diethyl ether, and the mixture was stirred at the same temperature for 1 hour. After removing the solvent by distillation, the residue was added with 50 ml of ethyl acetate, sequentially washed with saturated aqueous sodium hydrogencarbonate solution and brine, dried over anhydrous magnesium sulfate and the solvent was evaporated, to give... The reactants are N1=NC=C2C(=C1)C(=O)OC2=O (pyridazine 4,5-dicarboxylic acid anhydride), [Cl-].[NH4+] (amonium chloride), C(C)(CC)[Li] (Sec-butyllithium), FC1=CC=C(C=C1)F (1,4-difluorobenzene). The solvent is O1CCCC1 (THF), O1CCCC1 (tetrahydrofuran). Conditions: temperature -80 celsius, time 45 minute. Product: FC1=C(C(=O)C2=CN=NC=C2C(=O)O)C=C(C=C1)F (4-(2',5'-difluorobenzoyl)pyridazine-5-carboxylic acid). The yield is 61.3%. RXN SMILES: C([Li])(CC)C.[F:6][C:7]1[CH:12]=[CH:11][C:10]([F:13])=[CH:9][CH:8]=1.[N:14]1[CH:19]=[C:18]2[C:20]([O:22][C:23](=[O:24])[C:17]2=[CH:16][N:15]=1)=[O:21].[Cl-].[NH4+]>O1CCCC1>[F:6][C:7]1[CH:12]=[CH:11][C:10]([F:13])=[CH:9][C:8]=1[C:20]([C:18]1[C:17]([C:23]([OH:24])=[O:22])=[CH:16][N:15]=[N:14][CH:19]=1)=[O:21] |f:3.4|. Procedure: Sec-butyllithium (1.32 M in cyclohexane; 1.25 mL) is added dropwise via syringe over 0.25 h to a stirred solution of 1,4-difluorobenzene (0.162 g) in tetrahydrofuran (THF) (5 mL) at -84° C. under a nitrogen atmosphere. The yellow mixture is stirred for an additional 45 min at -80° C. and then added via a canula over 5 min to a stirred solution of pyridazine 4,5-dicarboxylic acid anhydride (0.22 g; prepared according to J.Het Chem. 14, 1099, (1977)) in THF at -80° C. by nitrogen pressure. The mix... Starting materials: OCC=1C=C(C(=O)OCC)C=CN1 (ethyl 2-(hydroxymethyl)isonicotinate), O1CCCC=C1 (dihydropyrane), C1(=CC=C(C=C1)S(=O)(=O)[O-])C.[NH+]1=CC=CC=C1 (pyridinium p-toluenesulfonate), C(C)(=O)OCC (Ethyl acetate). Solvent: ClCCl (dichloromethane). Reaction conditions: time 8 hour. Product: O1C(CCCC1)OCC=1C=C(C(=O)OCC)C=CN1 (ethyl 2-[(tetrahydro-2H-pyran-2-yloxy)methyl]isonicotinate). RXN SMILES: [OH:1][CH2:2][C:3]1[CH:4]=[C:5]([CH:11]=[CH:12][N:13]=1)[C:6]([O:8][CH2:9][CH3:10])=[O:7].[O:14]1[CH:19]=[CH:18][CH2:17][CH2:16][CH2:15]1.C1(C)C=CC(S([O-])(=O)=O)=CC=1.[NH+]1C=CC=CC=1.C(OCC)(=O)C>ClCCl>[O:14]1[CH2:19][CH2:18][CH2:17][CH2:16][CH:15]1[O:1][CH2:2][C:3]1[CH:4]=[C:5]([CH:11]=[CH:12][N:13]=1)[C:6]([O:8][CH2:9][CH3:10])=[O:7] |f:2.3|. Procedure: To a solution of 1.64 g of ethyl 2-(hydroxymethyl)isonicotinate in 32.8 ml of dichloromethane were added 1.24 ml of dihydropyrane and 2.32 g of pyridinium p-toluenesulfonate, followed by stirring overnight. Ethyl acetate was added thereto, followed by washing with a saturated aqueous ammonium chloride solution and a saturated aqueous sodium chloride solution. The organic layer was dried over anhydrous magnesium sulfate and then concentrated under reduced pressure to obtain 2.4 g of ethyl 2-[(tet... Starting materials: O (water), [OH-].[Na+] (NaOH), NC=1N=C2N(C(C1N=O)=O)CCN2CC2=CC=C(C=C2)Cl (7-Amino-1-[(4-Chlorophenyl)Methyl]-2,3-Dihydro-6-Nitrosoimidazo-[1,2-a]Pyrimidin-5-(1H)-One), S(=O)(=O)([O-])S(=O)(=O)[O-].[Na+].[Na+] (sodium dithionate), 6-formylamino, C (charcoal). Solvent: C(=O)O (formic acid). The product is ClC1=CC=C(C=C1)CN1CCN2C1=NC=1NC=NC1C2=O (5-[(4-Chlorophenyl)Methyl]-6,7-Dihydro-3H-Imidazo[1,2-a]Purin-9(5H)-One). RXN SMILES: [NH2:1][C:2]1[N:3]=[C:4]2[N:13]([CH2:14][C:15]3[CH:20]=[CH:19][C:18]([Cl:21])=[CH:17][CH:16]=3)[CH2:12][CH2:11][N:5]2[C:6](=[O:10])[C:7]=1[N:8]=O.S(S([O-])(=O)=O)([O-])(=O)=O.[Na+].[Na+].O.[OH-].[Na+].[CH4:35]>C(O)=O>[Cl:21][C:18]1[CH:19]=[CH:20][C:15]([CH2:14][N:13]2[C:4]3=[N:3][C:2]4[NH:1][CH:35]=[N:8][C:7]=4[C:6](=[O:10])[N:5]3[CH2:11][CH2:12]2)=[CH:16][CH:17]=1 |f:1.2.3,5.6|. Procedure details: The nitroso compound of Procedure 92 was reduced with sodium dithionate in formic acid according to the method of Procedure 21. The resulting 6-formylamino compound, 1.3 g. (0.0041 mole), was suspended in 40 ml. of water containing 0.0043 mole of NaOH and the mixture was heated on the steam bath until dissolution occurred. The solution was treated with charcoal, filtered, cooled and acidified with HOAc to yield the desired product, 0.85 g., recrystallized from MeOH, yield 0.60 g., hemihydrate m....